From a dataset of the Open Reaction Database (ORD), a public repository of structured organic reaction records. describe an organic reaction: reactants, conditions, products, and yield Starting materials: ClC1=C(C=CC=C1)S(=O)(=O)[C@@H]1C[C@H](NC1)C(=O)NC1(CC1)C#N ((2S,4R)-4-(2-chlorophenylsulfonyl)-N-(1-cyanocyclopropyl)pyrrolidine-2-carboxamide), C(C)(=O)N1CCC(CC1)N1C(CC1)C(=O)[O-].[Li+] (lithium 1-(1-acetylpiperidin-4-yl)azetidine-2-carboxylate). The product is C(C)(=O)N1CCC(CC1)N1C(CC1)C(=O)N1[C@@H](C[C@H](C1)S(=O)(=O)C1=C(C=CC=C1)Cl)C(=O)NC1(CC1)C#N ((2S,4R)-1-(1-(1-acetylpiperidin-4-yl)azetidine-2-carbonyl)-4-(2-chlorophenylsulfonyl)-N-(1-cyanocyclopropyl)pyrrolidine-2-carboxamide), solid. The yield is 93.0%. Reaction SMILES: [Cl:1][C:2]1[CH:7]=[CH:6][CH:5]=[CH:4][C:3]=1[S:8]([C@H:11]1[CH2:15][NH:14][C@H:13]([C:16]([NH:18][C:19]2([C:22]#[N:23])[CH2:21][CH2:20]2)=[O:17])[CH2:12]1)(=[O:10])=[O:9].[C:24]([N:27]1[CH2:32][CH2:31][CH:30]([N:33]2[CH2:36][CH2:35][CH:34]2[C:37]([O-])=[O:38])[CH2:29][CH2:28]1)(=[O:26])[CH3:25].[Li+]>>[C:24]([N:27]1[CH2:28][CH2:29][CH:30]([N:33]2[CH2:36][CH2:35][CH:34]2[C:37]([N:14]2[CH2:15][C@H:11]([S:8]([C:3]3[CH:4]=[CH:5][CH:6]=[CH:7][C:2]=3[Cl:1])(=[O:10])=[O:9])[CH2:12][C@H:13]2[C:16]([NH:18][C:19]2([C:22]#[N:23])[CH2:21][CH2:20]2)=[O:17])=[O:38])[CH2:31][CH2:32]1)(=[O:26])[CH3:25] |f:1.2|. Procedure details: The reaction of (2S,4R)-4-(2-chlorophenylsulfonyl)-N-(1-cyanocyclopropyl)pyrrolidine-2-carboxamide 7H and lithium 1-(1-acetylpiperidin-4-yl)azetidine-2-carboxylate 20F carried out according to the general procedure L yielded (2S,4R)-1-(1-(1-acetylpiperidin-4-yl)azetidine-2-carbonyl)-4-(2-chlorophenylsulfonyl)-N-(1-cyanocyclopropyl)pyrrolidine-2-carboxamide 1:1 epimers as an off-white solid (93%). MS ISP (m/e): 526.3 (100) [(M+H)]]+. Reactants: COC(=O)CBr, CC1Oc2ccc(F)cc2NC(=O)C1NC(=O)OC(C)(C)C, O=C([O-])[O-], CN(C)C=O, [Cs+], [Cs+]. Yields the product COC(=O)CN1C(=O)C(NC(=O)OC(C)(C)C)C(C)Oc2ccc(F)cc21. As a reaction SMILES: [Br:23][CH2:24][C:25](=[O:26])[O:27][CH3:28].[C:1]([CH3:2])([CH3:3])([CH3:4])[O:5][C:6]([NH:7][CH:8]1[CH:9]([CH3:21])[O:10][c:11]2[c:12]([cH:16][c:17]([F:20])[cH:18][cH:19]2)[NH:13][C:14]1=[O:15])=[O:22].[C:29](=[O:30])([O-:31])[O-:32].[CH3:35][N:36]([CH3:37])[CH:38]=[O:39].[Cs+:33].[Cs+:34]>>[C:1]([CH3:2])([CH3:3])([CH3:4])[O:5][C:6]([NH:7][CH:8]1[CH:9]([CH3:21])[O:10][c:11]2[c:12]([cH:16][c:17]([F:20])[cH:18][cH:19]2)[N:13]([CH2:24][C:25](=[O:26])[O:27][CH3:28])[C:14]1=[O:15])=[O:22]. The reagents and catalysts are [Pd] (palladium on carbon). Reaction SMILES: [CH3:1][N:2]1[CH2:7][CH2:6][N:5]([C:8]2[CH:36]=[CH:35][C:11]([CH2:12][NH:13][C:14]([C:16]3[C:20]([C:21]4[CH:26]=[CH:25][CH:24]=[C:23]([O:27]CC5C=CC=CC=5)[CH:22]=4)=[CH:19][NH:18][N:17]=3)=[O:15])=[CH:10][CH:9]=2)[CH2:4][CH2:3]1>CO.[Pd]>[CH3:1][N:2]1[CH2:7][CH2:6][N:5]([C:8]2[CH:9]=[CH:10][C:11]([CH2:12][NH:13][C:14]([C:16]3[C:20]([C:21]4[CH:26]=[CH:25][CH:24]=[C:23]([OH:27])[CH:22]=4)=[CH:19][NH:18][N:17]=3)=[O:15])=[CH:35][CH:36]=2)[CH2:4][CH2:3]1. Starting materials: CN1CCN(CC1)C1=CC=C(CNC(=O)C2=NNC=C2C2=CC(=CC=C2)OCC2=CC=CC=C2)C=C1 (4-(3-benzyloxy-phenyl)-1H-pyrazole-3-carboxylic acid 4-(4-methyl-piperazin-1-yl)-benzylamide). Run in CO (methanol). Yield: 40.9%. Reported procedure: A solution of 4-(3-benzyloxy-phenyl)-1H-pyrazole-3-carboxylic acid 4-(4-methyl-piperazin-1-yl)-benzylamide (25 mg; 0.05 mmol) in methanol (5 ml), was treated with 10% palladium on carbon (10 mg) then hydrogenated at room temperature and pressure overnight. The catalyst was removed by filtration through Celite and the filtrate evaporated. Purification by preparative LC/MS gave 8 mg of the required product as a cream solid. (LC/MS: Rt 1.67 [M+H]+392). Yields the product CN1CCN(CC1)C1=CC=C(CNC(=O)C2=NNC=C2C2=CC(=CC=C2)O)C=C1 (4-(3-Hydroxy-phenyl)-1H-pyrazole-3-carboxylic acid 4-(4-methyl-piperazin-1-yl)-benzylamide). Starting materials: ClC1=CC(=C(C=C1)NC(=O)[C@]12OC([C@](CC1)(C2(C)C)C)=O)[C@](C(F)(F)F)(C#CC2CC2)O ((1S,4R)-N-(4-chloro-2-((S)-4-cyclopropyl-1,1,1-trifluoro-2-hydroxybut 3-yn-2-yl)phenyl)-4,7,7-trimethyl-3-oxo-2-oxabicyclo[2.2.1]heptane-1-carboxamide), [OH-].[Na+] (NaOH). The solvent is C1(=CC=CC=C1)C (Toluene). Conditions: temperature 92.5 celsius, time 20 hour. Yields the product ClC1=CC(=C(N)C=C1)[C@](C(F)(F)F)(C#CC1CC1)O ((S)-4-chloro-2-(4-cyclopropyl-1,1,1-trifluoro-2-hydroxybut-3-yn-2-yl) aniline). As a reaction SMILES: [Cl:1][C:2]1[CH:7]=[CH:6][C:5]([NH:8]C([C@@]23C(C)(C)[C@@](C)(CC2)C(=O)O3)=O)=[C:4]([C@@:22]([OH:32])([C:27]#[C:28][CH:29]2[CH2:31][CH2:30]2)[C:23]([F:26])([F:25])[F:24])[CH:3]=1.[OH-].[Na+]>C1(C)C=CC=CC=1>[Cl:1][C:2]1[CH:7]=[CH:6][C:5]([NH2:8])=[C:4]([C@@:22]([OH:32])([C:27]#[C:28][CH:29]2[CH2:31][CH2:30]2)[C:23]([F:25])([F:26])[F:24])[CH:3]=1 |f:1.2|. Procedure details: A suspension of (1S,4R)-N-(4-chloro-2-((S)-4-cyclopropyl-1,1,1-trifluoro-2-hydroxybut-3-yn-2-yl)phenyl)-4,7,7-trimethyl-3-oxo-2-oxabicyclo[2.2.1]heptane-1-carboxamide (10, 1 g, 2.13 mmol) and 40% NaOH aqueous solution (20 mL) was stirred at 90-95° C. for 20 hours. Toluene (20 mL) was added and the layers were separated. The organic layer was washed with water (20 mL) and evaporated to dryness to give (S)-4-chloro-2-(4-cyclopropyl-1,1,1-trifluoro-2-hydroxybut-3-yn-2-yl) aniline (8). Starting materials: N1C=CC=C1 (pyrrole), ClC=1SC(=C(N1)Cl)[N+](=O)[O-] (2,4-dichloro-5-nitrothiazole), ice water. The solvent is CN1C(CCC1)=O (N-methyl-2-pyrrolidinone). Conditions: temperature 70 celsius. Yields the product ClC=1N=C(SC1[N+](=O)[O-])N1C=CC=C1 (4-chloro-5-nitro-2-(1-pyrrolyl)-thiazole). Isolated yield 71.9%. As a reaction SMILES: [NH:1]1[CH:5]=[CH:4][CH:3]=[CH:2]1.Cl[C:7]1[S:8][C:9]([N+:13]([O-:15])=[O:14])=[C:10]([Cl:12])[N:11]=1>CN1CCCC1=O>[Cl:12][C:10]1[N:11]=[C:7]([N:1]2[CH:5]=[CH:4][CH:3]=[CH:2]2)[S:8][C:9]=1[N+:13]([O-:15])=[O:14]. Reported procedure: 6.7 g (0.1 mol) of pyrrole are added to a solution of 0.0 g (0.05 mol) of 2,4-dichloro-5-nitrothiazole in 00 ml of N-methyl-2-pyrrolidinone at room temperature. The mixture is then heated at 70° C. for 5 hours and subsequently cooled to room temperature and stirred into 1 l of ice-water. The precipitate formed is filtered off, washed with water and dried. 8.25 g (72.0% of theory) of 4-chloro-5-nitro-2-(1-pyrrolyl)-thiazole of melting point 138° C. to 139° C. (yellow needles from toluene) are obt... Starting materials: NC(=O)c1cncc(Br)c1, N#C[Cu]C#N, N, CN(C)C=O. Yields the product N#Cc1cncc(C(N)=O)c1. Reaction SMILES: [Br:1][c:2]1[cH:3][n:4][cH:5][c:6]([C:7](=[O:8])[NH2:9])[cH:10]1.[Cu:11]([C:12]#[N:13])[C:14]#[N:15].[NH3:16].[O:17]=[CH:18][N:19]([CH3:20])[CH3:21]>>[c:2]1([C:12]#[N:13])[cH:3][n:4][cH:5][c:6]([C:7](=[O:8])[NH2:9])[cH:10]1.